From a dataset of the Open Reaction Database (ORD), a public repository of structured organic reaction records. describe an organic reaction: reactants, conditions, products, and yield The reactants are Nc1cnc2c(Br)cccc2c1, c1ccncc1, O=S(=O)(Cl)c1cccnc1. Yields the product O=S(=O)(Nc1cnc2c(Br)cccc2c1)c1cccnc1. As a reaction SMILES: [NH2:1][c:2]1[cH:3][n:4][c:5]2[c:6]([Br:12])[cH:7][cH:8][cH:9][c:10]2[cH:11]1.[cH:23]1[cH:24][cH:25][n:26][cH:27][cH:28]1.[n:13]1[cH:14][c:15]([S:19](=[O:20])(=[O:21])[Cl:22])[cH:16][cH:17][cH:18]1>>[NH:1]([c:2]1[cH:3][n:4][c:5]2[c:6]([Br:12])[cH:7][cH:8][cH:9][c:10]2[cH:11]1)[S:19]([c:15]1[cH:14][n:13][cH:18][cH:17][cH:16]1)(=[O:20])=[O:21]. RXN SMILES: [CH3:1][CH2:2][O:3][C:4]([C:6]1[N:7]([C:23]([O:25][C:26]([CH3:29])([CH3:28])[CH3:27])=[O:24])[C:8]2[C:13]([CH:14]=1)=[C:12]([O:15]CC1C=CC=CC=1)[CH:11]=[CH:10][CH:9]=2)=[O:5]>C(OCC)(=O)C.[Pd]>[CH3:1][CH2:2][O:3][C:4]([C:6]1[N:7]([C:23]([O:25][C:26]([CH3:27])([CH3:29])[CH3:28])=[O:24])[C:8]2[C:13]([CH:14]=1)=[C:12]([OH:15])[CH:11]=[CH:10][CH:9]=2)=[O:5]. The reagents and catalysts are [Pd] (Pd—C). Conditions: time 7 hour. Reactants: CCOC(=O)C=1N(C2=CC=CC(=C2C1)OCC1=CC=CC=C1)C(=O)OC(C)(C)C (4-Benzyloxy-indole-1,2-dicarboxylic acid 1-tert-butyl ester 2-ethyl ester). Run in C(C)(=O)OCC (ethyl acetate). Product: CCOC(=O)C=1N(C2=CC=CC(=C2C1)O)C(=O)OC(C)(C)C (4-Hydroxy-indole-1,2-dicarboxylic acid 1-tert-butyl ester 2-ethyl ester). Reported procedure: 158 (8 g, 20 mmol) is dissolved in 80 ml of ethyl acetate and, after addition of 5% Pd—C (700 mg), the mixture is hydrogenated at room temperature for 7 hours. The mixture is filtrated over celite to remove the catalyst and evaporated. The solid is suspended in ether/hexane and filtered. Conditions: temperature 25 celsius. RXN SMILES: CC1(C)[O:9][CH:8]2[CH:4]([CH:5]([CH2:18][OH:19])[O:6][CH:7]2[N:10]2[C:16](=[O:17])[NH:15][C:13](=[O:14])[CH:12]=[CH:11]2)[O:3]1.[CH2:21]([O:23][C:24](Cl)=[O:25])[CH3:22].C(Cl)(Cl)Cl.CO>N1C=CC=CC=1>[CH2:21]([O:23][C:24]([C@@:7]1([N:10]2[CH:11]=[CH:12][C:13](=[O:14])[NH:15][C:16]2=[O:17])[O:6][C@H:5]([CH2:18][OH:19])[C@@H:4]([OH:3])[C@H:8]1[OH:9])=[O:25])[CH3:22] |f:2.3|. Procedure details: To an ice cold solution of 0.5 grams (1.76 millimoles) grams of 2′,3′-isopropylidene uridine in 10 ml pyridine, 2.64 mmoles (1.5 equivalents) of ethylchloroformate was added dropwise while stirring. The reaction was allowed to warm up to room temperature (25° C.) and stirred overnight (18 hours), at which point TLC (9:1 chloroform/methanol) showed complete conversion of starting material to a single product. The solvent was removed by rotary evaporation under high vacuum, giving a light beige sy... Solvent: N1=CC=CC=C1 (pyridine). Reactants: C(Cl)(Cl)Cl.CO (chloroform methanol), ice, CC1(OC2C(OC(C2O1)N3C=CC(=O)NC3=O)CO)C (2′,3′-isopropylidene uridine), C(C)OC(=O)Cl (ethylchloroformate). The product is C(C)OC(=O)[C@@]1([C@H](O)[C@H](O)[C@@H](CO)O1)N1C(=O)NC(=O)C=C1 (Ethoxycarbonyluridine). The reactants are Cc1cc(-c2nn(CC(O)CN3CCN(c4ccccc4C#N)CC3)c3c2CN(C(=O)OC(C)(C)C)CC3)ccc1Cl, ClCCl, O=C(O)C(F)(F)F. Yields the product Cc1cc(-c2nn(CC(O)CN3CCN(c4ccccc4C#N)CC3)c3c2CNCC3)ccc1Cl. As a reaction SMILES: [C:1]([O:2][C:3](=[O:4])[N:8]1[CH2:9][c:10]2[c:11]([n:14]([CH2:25][CH:26]([CH2:27][N:28]3[CH2:29][CH2:30][N:31]([c:34]4[c:35]([C:40]#[N:41])[cH:36][cH:37][cH:38][cH:39]4)[CH2:32][CH2:33]3)[OH:42])[n:15][c:16]2-[c:17]2[cH:18][c:19]([CH3:24])[c:20]([Cl:23])[cH:21][cH:22]2)[CH2:12][CH2:13]1)([CH3:5])([CH3:6])[CH3:7].[Cl:43][CH2:44][Cl:45].[OH:46][C:47]([C:48]([F:49])([F:50])[F:51])=[O:52]>>[NH:8]1[CH2:9][c:10]2[c:11]([n:14]([CH2:25][CH:26]([CH2:27][N:28]3[CH2:29][CH2:30][N:31]([c:34]4[c:35]([C:40]#[N:41])[cH:36][cH:37][cH:38][cH:39]4)[CH2:32][CH2:33]3)[OH:42])[n:15][c:16]2-[c:17]2[cH:18][c:19]([CH3:24])[c:20]([Cl:23])[cH:21][cH:22]2)[CH2:12][CH2:13]1. Reactants: FC1=C(C=O)C(=CC=C1)OC (2-fluoro-6-methoxybenzaldehyde), C[Li] (methyllithium), [Cl-].[NH4+] (ammonium chloride). Run in O1CCCC1 (tetrahydrofuran). Conditions: time 1 hour. Product: FC1=C(C(=CC=C1)OC)C(C)O (1-(2-Fluoro-6-methoxyphenyl)ethanol). Reaction SMILES: [F:1][C:2]1[CH:9]=[CH:8][CH:7]=[C:6]([O:10][CH3:11])[C:3]=1[CH:4]=[O:5].[CH3:12][Li].[Cl-].[NH4+]>O1CCCC1>[F:1][C:2]1[CH:9]=[CH:8][CH:7]=[C:6]([O:10][CH3:11])[C:3]=1[CH:4]([OH:5])[CH3:12] |f:2.3|. Procedure: To a solution of 2-fluoro-6-methoxybenzaldehyde (0.5 g) in tetrahydrofuran (10 mL) was added methyllithium (1.15 mol/L diethyl ether solution, 3.4 mL) at −78° C., and the mixture was stirred at the same temperature for 1 hour. Then the mixture was stirred at room temperature for 30minutes. To the reaction mixture was added a saturated aqueous ammonium chloride solution, and the resulting mixture was extracted with diethyl ether. The extract was washed with water and brine successively, and dried... Reactants: F[B-](F)(F)F, Brc1cnc(N2CCNCC2)s1, CCN(C(C)C)C(C)C, CC(C)Oc1ccc(S(C)(=O)=O)cc1C(=O)O, C1CCOC1, CN(C)C(On1nnc2ccccc21)=[N+](C)C. Yields the product CC(C)Oc1ccc(S(C)(=O)=O)cc1C(=O)N1CCN(c2ncc(Br)s2)CC1. As a reaction SMILES: [B-:18]([F:19])([F:20])([F:21])[F:22].[Br:49][c:50]1[cH:51][n:52][c:53]([N:55]2[CH2:56][CH2:57][NH:58][CH2:59][CH2:60]2)[s:54]1.[CH2:40]([N:41]([CH:42]([CH3:43])[CH3:44])[CH:45]([CH3:46])[CH3:47])[CH3:48].[CH:1]([CH3:2])([CH3:3])[O:4][c:5]1[c:6]([C:7](=[O:8])[OH:9])[cH:10][c:11]([S:14](=[O:15])(=[O:16])[CH3:17])[cH:12][cH:13]1.[O:61]1[CH2:62][CH2:63][CH2:64][CH2:65]1.[n:23]1([O:24][C:25]([N:26]([CH3:27])[CH3:28])=[N+:29]([CH3:30])[CH3:31])[c:32]2[cH:33][cH:34][cH:35][cH:36][c:37]2[n:38][n:39]1>>[CH:1]([CH3:2])([CH3:3])[O:4][c:5]1[c:6]([C:7](=[O:9])[N:58]2[CH2:57][CH2:56][N:55]([c:53]3[n:52][cH:51][c:50]([Br:49])[s:54]3)[CH2:60][CH2:59]2)[cH:10][c:11]([S:14](=[O:15])(=[O:16])[CH3:17])[cH:12][cH:13]1. Starting materials: C(C=C)N1C[C@@H](N(C[C@H]1C)[C@@H](C1=CC(=CC=C1)O[Si](C)(C)C(C)(C)C)C=1C=C(C(=O)Cl)C=CC1)C (3-((αR)-α-((2S,5R)-4-allyl-2,5-dimethyl-1-piperazinyl)-3-(tert-butyldimethylsilyloxy)benzyl)benzoyl chloride), FC=1C=C(N)C=CC1 (3-fluoroaniline), C(CC)(=O)OC(CC)=O (propionic anhydride). Product: FC=1C=C(NCCC)C=CC1 (3-Fluoro-N-propylaniline), C(C=C)N1C[C@@H](N(C[C@H]1C)[C@@H](C1=CC(=CC=C1)O)C=1C=C(C(=O)N(CCC)C2=CC(=CC=C2)F)C=CC1)C ((+)-3-((αR)-α-((2S,5R)-4-Allyl-2,5-dimethyl-1-piperazinyl)-3-hydroxybenzyl)-N-(3-fluorophenyl)-N-propylbenzamide). As a reaction SMILES: [F:1][C:2]1[CH:3]=[C:4]([CH:6]=[CH:7][CH:8]=1)[NH2:5].[C:9](OC(=O)CC)(=O)[CH2:10][CH3:11].[CH2:18]([N:21]1[C@H:26]([CH3:27])[CH2:25][N:24]([C@H:28]([C:43]2[CH:44]=[C:45]([CH:49]=[CH:50][CH:51]=2)[C:46](Cl)=[O:47])[C:29]2[CH:34]=[CH:33][CH:32]=[C:31]([O:35][Si](C(C)(C)C)(C)C)[CH:30]=2)[C@@H:23]([CH3:52])[CH2:22]1)[CH:19]=[CH2:20]>>[F:1][C:2]1[CH:3]=[C:4]([CH:6]=[CH:7][CH:8]=1)[NH:5][CH2:9][CH2:10][CH3:11].[CH2:18]([N:21]1[C@H:26]([CH3:27])[CH2:25][N:24]([C@H:28]([C:43]2[CH:44]=[C:45]([CH:49]=[CH:50][CH:51]=2)[C:46]([N:5]([C:4]2[CH:6]=[CH:7][CH:8]=[C:2]([F:1])[CH:3]=2)[CH2:9][CH2:10][CH3:11])=[O:47])[C:29]2[CH:34]=[CH:33][CH:32]=[C:31]([OH:35])[CH:30]=2)[C@@H:23]([CH3:52])[CH2:22]1)[CH:19]=[CH2:20]. Procedure: 3-Fluoro-N-propylaniline [NMR (DMSO-d6, 200 MHz): δ0.96 (t, J=7.3 Hz, 3H); 1.56 (m, 2H); 2.97 (q, 6.9 Hz, 2H); 5.93 (br m, 1H); 6.22-6.43 (m, 3H); 7.06 (q, J=7.8 Hz, 1H)] was prepared from 3-fluoroaniline and propionic anhydride, coupled with 3-((αR)-α-((2S,5R)-4-allyl-2,5-dimethyl-1-piperazinyl)-3-(tert-butyldimethylsilyloxy)benzyl)benzoyl chloride, deprotected and purified by the methods described in Example 10 to give (+)-3-((αR)-α-((2S,5R)-4-Allyl-2,5-dimethyl-1-piperazinyl)-3-hydroxybenzyl)... The solvent is CCCCCC (hexane), O1CCCC1 (tetrahydrofuran), O1CCCC1 (tetrahydrofuran). Reported procedure: A solution of 2-methoxypyrazolo[1,5-a]pyridine (7.15 g) [CAS No.59942-88-0] in tetrahydrofuran (140 mL) was cooled to −78° C. under a nitrogen stream, and then a solution of n-butyllithium in hexane (1.6 M; 46 mL) was added dropwise and the mixture was stirred for 30 minutes. A solution of 1,2-dibromo-1,1,2,2-tetrachloroethane (18.9 g) in tetrahydrofuran (30 mL) was added dropwise at −78° C., and stirring was continued for 1 hour. After increasing the temperature of the reaction mixture to room ... Conditions: time 30 minute. RXN SMILES: [CH3:1][O:2][C:3]1[CH:11]=[C:6]2[CH:7]=[CH:8][CH:9]=[CH:10][N:5]2[N:4]=1.C([Li])CCC.[Br:17]C(Cl)(Cl)C(Br)(Cl)Cl>O1CCCC1.CCCCCC>[Br:17][C:10]1[N:5]2[N:4]=[C:3]([O:2][CH3:1])[CH:11]=[C:6]2[CH:7]=[CH:8][CH:9]=1. Product: BrC1=CC=CC=2N1N=C(C2)OC (7-Bromo-2-methoxypyrazolo[1,5-a]pyridine). Reactants: COC1=NN2C(C=CC=C2)=C1 (2-methoxypyrazolo[1,5-a]pyridine), C(CCC)[Li] (n-butyllithium), BrC(C(Cl)(Cl)Br)(Cl)Cl (1,2-dibromo-1,1,2,2-tetrachloroethane). Yield: 64.8%.